Dataset: the Open Reaction Database (ORD), a public repository of structured organic reaction records. Task: describe an organic reaction: reactants, conditions, products, and yield Reactants: O=C(O)C1CC(OCC(F)F)CN1C(=O)OCc1ccccc1, CO, C[Si](C)(C)C=[N+]=[N-]. The product is COC(=O)C1CC(OCC(F)F)CN1C(=O)OCc1ccccc1. RXN SMILES: [CH2:1]([c:2]1[cH:3][cH:4][cH:5][cH:6][cH:7]1)[O:8][C:9](=[O:10])[N:11]1[CH:12]([C:21](=[O:22])[OH:23])[CH2:13][CH:14]([O:16][CH2:17][CH:18]([F:19])[F:20])[CH2:15]1.[CH3:31][OH:32].[Si:24]([CH3:25])([CH:26]=[N+:27]=[N-:28])([CH3:29])[CH3:30]>>[CH2:1]([c:2]1[cH:3][cH:4][cH:5][cH:6][cH:7]1)[O:8][C:9](=[O:10])[N:11]1[CH:12]([C:21](=[O:22])[O:23][CH3:25])[CH2:13][CH:14]([O:16][CH2:17][CH:18]([F:19])[F:20])[CH2:15]1. Starting materials: COC(=O)c1cc(C=O)cc(-c2cccc(C#N)c2)c1, Cc1ccccc1, NCC1CCNCC1. The product is COC(=O)c1cc(CNCC2CCNCC2)cc(-c2cccc(C#N)c2)c1. RXN SMILES: [C:1](#[N:2])[c:3]1[cH:4][c:5](-[c:9]2[cH:10][c:11]([C:12](=[O:13])[O:14][CH3:15])[cH:16][c:17]([CH:19]=[O:20])[cH:18]2)[cH:6][cH:7][cH:8]1.[CH3:29][c:30]1[cH:31][cH:32][cH:33][cH:34][cH:35]1.[NH2:21][CH2:22][CH:23]1[CH2:24][CH2:25][NH:26][CH2:27][CH2:28]1>>[C:1](#[N:2])[c:3]1[cH:4][c:5](-[c:9]2[cH:10][c:11]([C:12](=[O:13])[O:14][CH3:15])[cH:16][c:17]([CH2:19][NH:21][CH2:22][CH:23]3[CH2:24][CH2:25][NH:26][CH2:27][CH2:28]3)[cH:18]2)[cH:6][cH:7][cH:8]1. Starting materials: C1CCOC1, CCOC(C)=O, COC(=O)CCCCCCC(=O)Cl, Nc1cccc(-c2ccccc2)c1. Product: COC(=O)CCCCCCC(=O)Nc1cccc(-c2ccccc2)c1. RXN SMILES: [CH2:27]1[O:28][CH2:29][CH2:30][CH2:31]1.[CH3:32][CH2:33][O:34][C:35]([CH3:36])=[O:37].[Cl:14][C:15]([CH2:16][CH2:17][CH2:18][CH2:19][CH2:20][CH2:21][C:22](=[O:23])[O:24][CH3:25])=[O:26].[c:1]1(-[c:8]2[cH:9][cH:10][cH:11][cH:12][cH:13]2)[cH:2][c:3]([NH2:7])[cH:4][cH:5][cH:6]1>>[c:1]1(-[c:8]2[cH:9][cH:10][cH:11][cH:12][cH:13]2)[cH:2][c:3]([NH:7][C:15]([CH2:16][CH2:17][CH2:18][CH2:19][CH2:20][CH2:21][C:22](=[O:23])[O:24][CH3:25])=[O:26])[cH:4][cH:5][cH:6]1. The reactants are C(C)(=O)O (Acetic acid), C(C)(=O)C1=CC=CC=C1 (Acetophenone), N1CCCCC1 (piperidine), N1C=C(C2=CC=CC=C12)C=O (indole-3-carboxaldehyde). The solvent is CO (methanol), C(C)(=O)OCC (ethyl acetate), hexanes. The product is N1C=C(C2=CC=CC=C12)/C=C/C(=O)C1=CC=CC=C1 (trans-3-(1H-indol-3-yl)-1-phenyl-2-propen-1-one). RXN SMILES: [NH:1]1[C:9]2[C:4](=[CH:5][CH:6]=[CH:7][CH:8]=2)[C:3]([CH:10]=O)=[CH:2]1.[C:12]([C:15]1[CH:20]=[CH:19][CH:18]=[CH:17][CH:16]=1)(=[O:14])[CH3:13].N1CCCCC1.C(O)(=O)C>CO.C(OCC)(=O)C>[NH:1]1[C:9]2[C:4](=[CH:5][CH:6]=[CH:7][CH:8]=2)[C:3](/[CH:10]=[CH:13]/[C:12]([C:15]2[CH:20]=[CH:19][CH:18]=[CH:17][CH:16]=2)=[O:14])=[CH:2]1. Procedure: In a dried, 25 mL round bottom flask under argon, indole-3-carboxaldehyde (300 mg, 2.07 mmol) was dissolved in anhydrous methanol (8 mL). Acetophenone (240 μL, 2.07 mmol) and piperidine (100 μL, 1.00 mmol) was added. The reaction was stirred under reflux for 18 hours. 10% Acetic acid was added (10 mL), precipitating 248 mg of a crude yellow solid. This was recrystallized in 100% EtOH, filtered, and dried under vacuum, yielding a pure, yellow solid (198 mg, 39%, 247.29 MW). 1H NMR (600 MHz, d6-DM... Reactants: BrC1=CN=C(C=2N1C=C(N2)\C=C\C2=NC1=CC=CC=C1C=C2)N2CCOCC2 ((E)-4-(5-Bromo-2-(2-(quinolin-2-yl)vinyl)imidazo[1,2-a]pyrazin-8-yl)morpholine), CN1S(C2=C(N(C1=O)COCC[Si](C)(C)C)C=CC(=C2)B2OC(C(O2)(C)C)(C)C)(=O)=O (2-Methyl-7-(4,4,5,5-tetramethyl-1,3,2-dioxaborolan-2-yl)-4-((2-(trimethylsilyl)ethoxy)methyl)-2H-benzo[e][1,2,4]thiadiazin-3(4H)-one dioxide), C(=O)(C(F)(F)F)O (TFA). Yields the product CN1S(C2=C(NC1=O)C=CC(=C2)C2=CN=C(C=1N2C=C(N1)\C=C\C1=NC2=CC=CC=C2C=C1)N1CCOCC1)(=O)=O ((E)-2-Methyl-7-(8-morpholino-2-(2-(quinolin-2-yl)vinyl)imidazo[1,2-a]pyrazin-5-yl)-2H-benzo[e][1,2,4]thiadiazin-3(4H)-one 1,1-dioxide). RXN SMILES: Br[C:2]1[N:7]2[CH:8]=[C:9](/[CH:11]=[CH:12]/[C:13]3[CH:22]=[CH:21][C:20]4[C:15](=[CH:16][CH:17]=[CH:18][CH:19]=4)[N:14]=3)[N:10]=[C:6]2[C:5]([N:23]2[CH2:28][CH2:27][O:26][CH2:25][CH2:24]2)=[N:4][CH:3]=1.[CH3:29][N:30]1[C:35](=[O:36])[N:34](COCC[Si](C)(C)C)[C:33]2[CH:45]=[CH:46][C:47](B3OC(C)(C)C(C)(C)O3)=[CH:48][C:32]=2[S:31]1(=[O:59])=[O:58].C(O)(C(F)(F)F)=O>>[CH3:29][N:30]1[C:35](=[O:36])[NH:34][C:33]2[CH:45]=[CH:46][C:47]([C:2]3[N:7]4[CH:8]=[C:9](/[CH:11]=[CH:12]/[C:13]5[CH:22]=[CH:21][C:20]6[C:15](=[CH:16][CH:17]=[CH:18][CH:19]=6)[N:14]=5)[N:10]=[C:6]4[C:5]([N:23]4[CH2:24][CH2:25][O:26][CH2:27][CH2:28]4)=[N:4][CH:3]=3)=[CH:48][C:32]=2[S:31]1(=[O:59])=[O:58]. Reported procedure: Compound 2b was subjected to Suzuki coupling conditions using the methods described in Example 1, Step G, with compound 42c and the resulting product was deprotected with TFA using the methods described Example 37, Steps B and C to obtain the title compound 19. 1H NMR (400 MHz, DMSO-d6) δ (ppm): 11.71 (s, 1H), 8.35 (d, J=8.6 Hz, 1H), 8.19 (s, 1H), 8.12 (s, 1H), 8.05 (d, J=8.6 Hz, 1H), 7.96 (t, J=8.6 Hz, 2H), 7.83-7.90 (m, 2H), 7.75 (t, J=7.6 Hz, 1H), 7.64 (d, J=16.2 Hz, 1H), 7.53-7.60 (m, 1H), 7... Starting materials: CCCN(CCC)CCC, CCOC(=O)c1cccn2c(S(=O)(=O)O)c(C)nc12, CC#N, O=P(Cl)(Cl)Cl. The product is CCOC(=O)c1cccn2c(S(=O)(=O)Cl)c(C)nc12. Reaction SMILES: [CH2:20]([N:21]([CH2:22][CH2:23][CH3:24])[CH2:25][CH2:26][CH3:27])[CH2:28][CH3:29].[CH3:1][c:2]1[n:3][c:4]2[n:5]([cH:6][cH:7][cH:8][c:9]2[C:10](=[O:11])[O:12][CH2:13][CH3:14])[c:15]1[S:16](=[O:17])(=[O:18])[OH:19].[CH3:35][C:36]#[N:37].[P:30]([Cl:31])([Cl:32])([Cl:33])=[O:34]>>[CH3:1][c:2]1[n:3][c:4]2[n:5]([cH:6][cH:7][cH:8][c:9]2[C:10](=[O:11])[O:12][CH2:13][CH3:14])[c:15]1[S:16](=[O:17])(=[O:19])[Cl:32]. Starting materials: C(C)(=O)C=1C(NC(=CC1O)C)=O (3-acetyl-4-hydroxy-6-methyl-2(1H)-pyridinone), O1CCN(CC1)CCOC=1C=C(C=O)C=CC1 (3-(2-morpholinoethoxy)benzaldehyde). Product: OC1=C(C(NC(=C1)C)=O)C(C=CC1=CC(=CC=C1)OCCN1CCOCC1)=O (4-hydroxy-3-[3-[3-(2-morpholinoethoxy)phenyl]-1-oxo-2-propenyl]-6-methyl-2(1H)-pyridinone). Yield: 10.8%. As a reaction SMILES: [C:1]([C:4]1[C:5](=[O:12])[NH:6][C:7]([CH3:11])=[CH:8][C:9]=1[OH:10])(=[O:3])[CH3:2].[O:13]1[CH2:18][CH2:17][N:16]([CH2:19][CH2:20][O:21][C:22]2[CH:23]=[C:24]([CH:27]=[CH:28][CH:29]=2)[CH:25]=O)[CH2:15][CH2:14]1>>[OH:10][C:9]1[CH:8]=[C:7]([CH3:11])[NH:6][C:5](=[O:12])[C:4]=1[C:1](=[O:3])[CH:2]=[CH:25][C:24]1[CH:27]=[CH:28][CH:29]=[C:22]([O:21][CH2:20][CH2:19][N:16]2[CH2:17][CH2:18][O:13][CH2:14][CH2:15]2)[CH:23]=1. Procedure details: According to the same manner as that of Example 16 except that 1.09 g of 3-acetyl-4-hydroxy-6-methyl-2(1H)-pyridinone was used in place of 3-acetyl-4-hydroxy-1,6-dimethyl-2(1H)-pyridinone, and 1.68 g of 3-(2-morpholinoethoxy)benzaldehyde was used in place of 3-(methoxycarbonyl)benzaldehyde, 0.27 g of 4-hydroxy-3-[3-[3-(2-morpholinoethoxy)phenyl]-1-oxo-2-propenyl]-6-methyl-2(1H)-pyridinone [Compound No. (3a-39)] was obtained as a yellow crystal. Reactants: O([Na])C (NaOCH3), Cl.NC(=N)N (guanidine hydrochloride), IC1=C(OC(C#N)=CC)C=C(C(=C1)OC)I (2-(2,5-Diiodo-4-methoxy-phenoxy)-but-2-enenitrile), Cl.NC1=CC=CC=C1 (aniline hydrochloride). Solvent: CO (methanol), C(C)O (ethanol), C(C)O (ethanol). Run at temperature 85 celsius, time 18 hour. Yields the product IC1=C(OC=2C(=NC(=NC2)N)N)C=C(C(=C1)OC)I (5-(2,5-Diiodo-4-methoxy-phenoxy)-pyrimidine-2,4-diamine). Yield: 36.7%. RXN SMILES: [I:1][C:2]1[CH:13]=[C:12]([O:14][CH3:15])[C:11]([I:16])=[CH:10][C:3]=1[O:4][C:5](=[CH:8]C)[C:6]#[N:7].Cl.NC1C=CC=CC=1.O(C)[Na].Cl.[NH2:29][C:30]([NH2:32])=[NH:31]>C(O)C.CO>[I:1][C:2]1[CH:13]=[C:12]([O:14][CH3:15])[C:11]([I:16])=[CH:10][C:3]=1[O:4][C:5]1[C:6]([NH2:7])=[N:29][C:30]([NH2:32])=[N:31][CH:8]=1 |f:1.2,4.5|. Reported procedure: 2-(2,5-Diiodo-4-methoxy-phenoxy)-but-2-enenitrile (3.47 g, 6.75 mmol) and aniline hydrochloride (3.5 g, 27 mmol) were dissolved in 27 mL ethanol. The reaction mixture was heated to 85° C. and stirred under nitrogen for 18 hours. The reaction mixture was cooled and 25% NaOCH3 in methanol (7.3 mL) was added, followed by guanidine hydrochloride (3.2 g), and ethanol (10 mL). The reaction mixture was heated to 100° C. for 21 hours, then cooled and concentrated under reduced pressure. The residue was ... Reactants: CN, Cc1ccccc1, O=C(O)c1cc([N+](=O)[O-])c(Cl)cc1Cl, O=S(Cl)Cl. Product: CNC(=O)c1cc([N+](=O)[O-])c(Cl)cc1Cl. As a reaction SMILES: [CH3:19][NH2:20].[CH3:21][c:22]1[cH:23][cH:24][cH:25][cH:26][cH:27]1.[Cl:1][c:2]1[c:3]([C:4](=[O:5])[OH:6])[cH:7][c:8]([N+:12](=[O:13])[O-:14])[c:9]([Cl:11])[cH:10]1.[S:15]([Cl:16])([Cl:17])=[O:18]>>[Cl:1][c:2]1[c:3]([C:4](=[O:5])[NH:20][CH3:19])[cH:7][c:8]([N+:12](=[O:13])[O-:14])[c:9]([Cl:11])[cH:10]1. Starting materials: C(C)OC(=O)C1(CC2=CC=CC=C2C1)NC(C1=C(C(=CC=C1)C)C=CCOC)=O (2-[2-(3-Methoxy-propenyl)-3-methyl-benzoylamino]-indan-2-carboxylic acid ethyl ester), [OH-].[K+] (KOH), O (water). Run in CCO (EtOH). Conditions: time 3 hour. Product: COCC=CC1=C(C(=O)NC2(CC3=CC=CC=C3C2)C(=O)O)C=CC=C1C (2-[2-(3-Methoxy-propenyl)-3-methyl-benzoylamino]-indan-2-carboxylic acid). Yield: 62.0%. RXN SMILES: C([O:3][C:4]([C:6]1([NH:15][C:16](=[O:29])[C:17]2[CH:22]=[CH:21][CH:20]=[C:19]([CH3:23])[C:18]=2[CH:24]=[CH:25][CH2:26][O:27][CH3:28])[CH2:14][C:13]2[C:8](=[CH:9][CH:10]=[CH:11][CH:12]=2)[CH2:7]1)=[O:5])C.[OH-].[K+].O>CCO>[CH3:28][O:27][CH2:26][CH:25]=[CH:24][C:18]1[C:19]([CH3:23])=[CH:20][CH:21]=[CH:22][C:17]=1[C:16]([NH:15][C:6]1([C:4]([OH:5])=[O:3])[CH2:7][C:8]2[C:13](=[CH:12][CH:11]=[CH:10][CH:9]=2)[CH2:14]1)=[O:29] |f:1.2|. Procedure details: The product (220) and KOH (1.0 g, 18 mmol) is dissolved in EtOH (8 mL) and water (1 mL) under a water bath. The water bath is removed when KOH is completely dissolved and the resulting reaction solution is stirred at RT for 3 h. After concentration in vacuo, the residue is dissolved in water (20 mL) and acidified with conc. HCl until no more white precipitate formed. After the filtration, the obtained brown solid is purified by HPLC to give pure product (221) as white solid (200 mg, 62%).